Dataset: the Open Reaction Database (ORD), a public repository of structured organic reaction records. Task: describe an organic reaction: reactants, conditions, products, and yield Reactants: C[S-], COC(=O)C1(CCBr)CCCC1, [Na+], CN(C)C=O, O. Product: COC(=O)C1(CCSC)CCCC1. RXN SMILES: [CH3:13][S-:14].[CH3:1][O:2][C:3](=[O:4])[C:5]1([CH2:10][CH2:11][Br:12])[CH2:6][CH2:7][CH2:8][CH2:9]1.[Na+:15].[O:17]=[CH:18][N:19]([CH3:20])[CH3:21].[OH2:16]>>[CH3:1][O:2][C:3](=[O:4])[C:5]1([CH2:10][CH2:11][S:14][CH3:13])[CH2:6][CH2:7][CH2:8][CH2:9]1. Starting materials: NC=1SC=CC1C(CC)=O (2-amino-3-propionylthiophene), C(N)(OCC)=O (ethyl carbamate). Reagents/catalysts: [Cl-].[Zn+2].[Cl-] (zinc chloride). The solvent is O (water). Run at temperature 200 celsius. Product: C(C)C=1C2=C(NC(N1)=O)SC=C2 (4-ethyl-1,2-dihydrothieno[2,3-d]pyrimidine-2-one). RXN SMILES: [NH2:1][C:2]1[S:3][CH:4]=[CH:5][C:6]=1[C:7](=O)[CH2:8][CH3:9].[C:11](=O)([O:13]CC)[NH2:12]>[Cl-].[Zn+2].[Cl-].O>[CH2:8]([C:7]1[C:6]2[CH:5]=[CH:4][S:3][C:2]=2[NH:1][C:11](=[O:13])[N:12]=1)[CH3:9] |f:2.3.4|. Procedure details: A mixture of 4.0 g of 2-amino-3-propionylthiophene, 8.9 g of ethyl carbamate and 0.53 g of zinc chloride is heated at 200°C for 1 hour. After cooling, the resulting material is treated with hot water and then filtered. The filtrate is extracted with chloroform and the insoluble matter is washed with hot chloroform. The chloroform extracts were combined and washed with water. After removing the chloroform by distillation under reduced pressure, the resulting residue is crystallized from ethanol t...